Dataset: the Open Reaction Database (ORD), a public repository of structured organic reaction records. Task: describe an organic reaction: reactants, conditions, products, and yield The reactants are OC1=C2CCCC(C2=CC=C1)=O (5-hydroxy-1-tetralone), C(C1=CC=CC=C1)Br (benzyl bromide), C([O-])([O-])=O.[K+].[K+] (potassium carbonate). Run in C(C)#N (acetonitrile). Product: C(C1=CC=CC=C1)OC1=C2CCCC(C2=CC=C1)=O (5-(benzyloxy)-1-tetralone). The yield is 87.6%. RXN SMILES: [OH:1][C:2]1[CH:11]=[CH:10][CH:9]=[C:8]2[C:3]=1[CH2:4][CH2:5][CH2:6][C:7]2=[O:12].[CH2:13](Br)[C:14]1[CH:19]=[CH:18][CH:17]=[CH:16][CH:15]=1.C(=O)([O-])[O-].[K+].[K+]>C(#N)C>[CH2:13]([O:1][C:2]1[CH:11]=[CH:10][CH:9]=[C:8]2[C:3]=1[CH2:4][CH2:5][CH2:6][C:7]2=[O:12])[C:14]1[CH:19]=[CH:18][CH:17]=[CH:16][CH:15]=1 |f:2.3.4|. Procedure: To a solution of 4.86 g of 5-hydroxy-1-tetralone in 50 ml of acetonitrile, 5.13 g of benzyl bromide and 6.22 g of potassium carbonate were added and the mixture was heated at reflux for 4 hours. The insoluble matter was removed by filtration and the filtrate was concentrated. The residue was purified by silica gel column chromatography to obtain 6.62 g of the desired compound as a pale yellow oily substance. The reactants are C1(CCCCC1)CCC=O (cyclohexanepropanal), COC(\C=C\OC)=O (3(E)-methoxy-acrylic acid methyl ester). The product is C1(CCCCC1)CCC1C(=CC(O1)=O)OC (rac-5-(2-cyclohexyl-ethyl)-4-methoxy-5H-furan-2-one). RXN SMILES: [CH:1]1([CH2:7][CH2:8][CH:9]=[O:10])[CH2:6][CH2:5][CH2:4][CH2:3][CH2:2]1.[CH3:11][O:12][C:13](=O)/[CH:14]=[CH:15]/[O:16]C>>[CH:1]1([CH2:7][CH2:8][CH:9]2[O:10][C:15](=[O:16])[CH:14]=[C:13]2[O:12][CH3:11])[CH2:6][CH2:5][CH2:4][CH2:3][CH2:2]1. Reported procedure: Using general procedure A, cyclohexanepropanal (Stratakis, Manolis et al., Journal of Organic Chemistry (2002), 67(25), 8758-8763) was reacted with 3(E)-methoxy-acrylic acid methyl ester to give rac-5-(2-cyclohexyl-ethyl)-4-methoxy-5H-furan-2-one as a colorless solid. MS: 225.2 ([M+H]+). The reactants are N#CC1CC(F)CN1C(=O)CN(C(=O)OCc1ccccc1)C12CCC(C(=O)On3nnc4ccccc43)(CC1)CC2, CCOC(=O)C1CCNCC1. The product is CCOC(=O)C1CCN(C(=O)C23CCC(N(CC(=O)N4CC(F)CC4C#N)C(=O)OCc4ccccc4)(CC2)CC3)CC1. Reaction SMILES: [CH2:1]([c:2]1[cH:3][cH:4][cH:5][cH:6][cH:7]1)[O:8][C:9](=[O:10])[N:11]([C:12]12[CH2:13][CH2:14][C:15]([C:20]([O:22][n:21]3[c:23]4[cH:24][cH:25][cH:26][cH:27][c:28]4[n:29][n:30]3)=[O:31])([CH2:16][CH2:17]1)[CH2:18][CH2:19]2)[CH2:32][C:33](=[O:34])[N:35]1[CH:36]([C:41]#[N:42])[CH2:37][CH:38]([F:40])[CH2:39]1.[CH2:43]([CH3:44])[O:45][C:46](=[O:47])[CH:48]1[CH2:49][CH2:50][NH:51][CH2:52][CH2:53]1>>[CH2:1]([c:2]1[cH:3][cH:4][cH:5][cH:6][cH:7]1)[O:8][C:9](=[O:10])[N:11]([C:12]12[CH2:13][CH2:14][C:15]([C:20](=[O:22])[N:51]3[CH2:50][CH2:49][CH:48]([C:46]([O:45][CH2:43][CH3:44])=[O:47])[CH2:53][CH2:52]3)([CH2:16][CH2:17]1)[CH2:18][CH2:19]2)[CH2:32][C:33](=[O:34])[N:35]1[CH:36]([C:41]#[N:42])[CH2:37][CH:38]([F:40])[CH2:39]1.